This data is from the Open Reaction Database (ORD), a public repository of structured organic reaction records. The task is: describe an organic reaction: reactants, conditions, products, and yield Starting materials: CC(C)(C)C(CC(NC(=O)OCc1ccccc1)C(=O)O)C(=O)O, CC(C)(N)CCl, C1CCC([NH2+]C2CCCCC2)CC1. Product: C1CCC([NH2+]C2CCCCC2)CC1, [Cl-]. Reaction SMILES: [C:14]([NH:15][CH:16]([C:17]([OH:18])=[O:19])[CH2:20][CH:21]([C:22]([CH3:23])([CH3:24])[CH3:25])[C:26]([OH:27])=[O:28])([O:29][CH2:30][c:31]1[cH:32][cH:33][cH:34][cH:35][cH:36]1)=[O:37].[CH3:38][C:39]([CH3:40])([NH2:42])[CH2:43][Cl:41].[CH:1]1([NH2+:7][CH:8]2[CH2:9][CH2:10][CH2:11][CH2:12][CH2:13]2)[CH2:2][CH2:3][CH2:4][CH2:5][CH2:6]1>>[CH:1]1([NH2+:7][CH:8]2[CH2:9][CH2:10][CH2:11][CH2:12][CH2:13]2)[CH2:2][CH2:3][CH2:4][CH2:5][CH2:6]1.[Cl-:41].